Dataset: the Open Reaction Database (ORD), a public repository of structured organic reaction records. Task: describe an organic reaction: reactants, conditions, products, and yield Starting materials: COC(=O)[C@H]1CN(CC[C@H]1N[C@H](C)C1=CC=CC=C1)C(=O)OC(C)(C)C ((3S,4R)-4-[(R)-1-phenyl-ethylamino]-piperidine-1,3-dicarboxylic acid 1-tert-butyl ester 3-methyl ester), C([O-])([O-])=O.[K+].[K+] (Potassium carbonate). The solvent is C(C)O (ethanol). Yields the product C(C)OC(=O)[C@@H]1CN(CC[C@H]1N[C@H](C)C1=CC=CC=C1)C(=O)OC(C)(C)C ((3R,4R)-4-[(R)-1-phenyl-ethylamino]-piperidine-1,3-dicarboxylic acid 1-tert-butyl ester 3-ethyl ester). The yield is 22.6%. As a reaction SMILES: [CH3:1][O:2][C:3]([C@@H:5]1[C@H:10]([NH:11][C@@H:12]([C:14]2[CH:19]=[CH:18][CH:17]=[CH:16][CH:15]=2)[CH3:13])[CH2:9][CH2:8][N:7]([C:20]([O:22][C:23]([CH3:26])([CH3:25])[CH3:24])=[O:21])[CH2:6]1)=[O:4].[C:27](=O)([O-])[O-].[K+].[K+]>C(O)C>[CH2:1]([O:2][C:3]([C@H:5]1[C@H:10]([NH:11][C@@H:12]([C:14]2[CH:19]=[CH:18][CH:17]=[CH:16][CH:15]=2)[CH3:13])[CH2:9][CH2:8][N:7]([C:20]([O:22][C:23]([CH3:25])([CH3:24])[CH3:26])=[O:21])[CH2:6]1)=[O:4])[CH3:27] |f:1.2.3|. Procedure: In a dry flask (3S,4R)-4-[(R)-1-phenyl-ethylamino]-piperidine-1,3-dicarboxylic acid 1-tert-butyl ester 3-methyl ester (13.78 g, 38.0 mmol) was dissolved in ethanol (400 mL) along with 3 Å molecular sieves (1.04 g). The mixture was heated to reflux over 2.5 hours. Potassium carbonate (26.3 g) was added and refluxing continued for 4 additional hours. The reaction mixture was cooled, filtered through a bed of celite, and concentrated in vacuo to give a crude oil (16.05 g). Purification by flash col... The reactants are CN(C(=O)OC(C)(C)C)C(CNCc1ccccc1)Cc1ccccc1, [OH-], [OH-], [Pd+2]. Product: CN(C(=O)OC(C)(C)C)C(CN)Cc1ccccc1. RXN SMILES: [C:1]([CH3:2])([CH3:3])([CH3:4])[O:5][C:6]([N:7]([CH3:8])[CH:9]([CH2:10][NH:11][CH2:12][c:13]1[cH:14][cH:15][cH:16][cH:17][cH:18]1)[CH2:19][c:20]1[cH:21][cH:22][cH:23][cH:24][cH:25]1)=[O:26].[OH-:27].[OH-:29].[Pd+2:28]>>[C:1]([CH3:2])([CH3:3])([CH3:4])[O:5][C:6]([N:7]([CH3:8])[CH:9]([CH2:10][NH2:11])[CH2:19][c:20]1[cH:21][cH:22][cH:23][cH:24][cH:25]1)=[O:26]. Starting materials: CC(C(=O)OC(C(C)C)OC(=S)C)C (2-Methyl-1-methylthiocarbonyloxypropyl 2-methylpropanoate), FC([C@H](O)C=1C2=CC=CC=C2C=C2C=CC=CC12)(F)F ((R)-(−)-2,2,2-trifluoro-1-(9-anthryl)ethanol). The solvent is OP(=O)(O)[O-].OP(=O)([O-])[O-].[Na+].[Na+].[Na+].[Cl-].[Cl-].[K+].[K+] (phosphate buffered saline), CCOCC (ether). Product: CC(C(=O)O[C@@H](C(C)C)OC(=S)C)C ((1R)-2-Methyl-1-methylthiocarbonyloxypropyl 2-methylpropanoate). The yield is 24.3%. As a reaction SMILES: [CH3:1][CH:2]([CH3:14])[C:3]([O:5][CH:6]([O:10][C:11]([CH3:13])=[S:12])[CH:7]([CH3:9])[CH3:8])=[O:4].FC(F)(F)[C@@H](C1C2C(C=C3C=1C=CC=C3)=CC=CC=2)O>OP([O-])(O)=O.OP([O-])([O-])=O.[Na+].[Na+].[Na+].[Cl-].[Cl-].[K+].[K+].CCOCC>[CH3:1][CH:2]([CH3:14])[C:3]([O:5][C@H:6]([O:10][C:11]([CH3:13])=[S:12])[CH:7]([CH3:8])[CH3:9])=[O:4] |f:2.3.4.5.6.7.8.9.10|. Procedure: A mixture of 2-methyl-1-methylthiocarbonyloxypropyl 2-methylpropanoate (2b) (125 g) and lipase from Candida rugosa (Sigma-Aldrich) (12.5 g) in pH 7.2 phosphate buffered saline (1 L) was stirred at room temperature. The reaction was monitored by 1H-NMR using the chiral solvating agent (R)-(−)-2,2,2-trifluoro-1-(9-anthryl)ethanol. The reaction was stirred overnight. The reaction mixture was then diluted with ether, and the ether layer separated and filtered through a pad of CELITE® 545 to remove t... Starting materials: CC(C)O, Clc1ncnc2c1cnn2C1CCCCO1, Cl, NC1CCC(OCC(F)c2ccccc2F)CC1, [Na+], [Na+], O=C([O-])[O-]. Product: Fc1ccccc1C(F)COC1CCC(Nc2ncnc3c2cnn3C2CCCCO2)CC1. As a reaction SMILES: [CH3:42][CH:43]([OH:44])[CH3:45].[Cl:20][c:21]1[c:22]2[c:23]([n:24][cH:25][n:26]1)[n:27]([CH:30]1[O:31][CH2:32][CH2:33][CH2:34][CH2:35]1)[n:28][cH:29]2.[ClH:1].[F:2][CH:3]([CH2:4][O:5][CH:6]1[CH2:7][CH2:8][CH:9]([NH2:12])[CH2:10][CH2:11]1)[c:13]1[c:14]([F:19])[cH:15][cH:16][cH:17][cH:18]1.[Na+:36].[Na+:37].[O-:38][C:39](=[O:40])[O-:41]>>[F:2][CH:3]([CH2:4][O:5][CH:6]1[CH2:7][CH2:8][CH:9]([NH:12][c:21]2[c:22]3[c:23]([n:24][cH:25][n:26]2)[n:27]([CH:30]2[O:31][CH2:32][CH2:33][CH2:34][CH2:35]2)[n:28][cH:29]3)[CH2:10][CH2:11]1)[c:13]1[c:14]([F:19])[cH:15][cH:16][cH:17][cH:18]1. The reactants are CS(=O)C (dimethyl sulfoxide), CNCCO (2-(Methylamino)ethanol), BrCCCCCCCC(=O)NC1=CC=C(C(=O)N)C=C1 (4-[(8-bromooctanoyl)amino]benzamide), Intermediate 53. Run in C(C)#N (acetonitrile). Reaction conditions: temperature 25 celsius. Yields the product OCCN(CCCCCCCC(=O)NC1=CC=C(C(=O)N)C=C1)C (4-({8-[(2-hydroxyethyl)(methyl)amino]octanoyl}amino)benzamide). Reaction SMILES: [CH3:1][NH:2][CH2:3][CH2:4][OH:5].Br[CH2:7][CH2:8][CH2:9][CH2:10][CH2:11][CH2:12][CH2:13][C:14]([NH:16][C:17]1[CH:25]=[CH:24][C:20]([C:21]([NH2:23])=[O:22])=[CH:19][CH:18]=1)=[O:15].CS(C)=O>C(#N)C>[OH:5][CH2:4][CH2:3][N:2]([CH3:1])[CH2:7][CH2:8][CH2:9][CH2:10][CH2:11][CH2:12][CH2:13][C:14]([NH:16][C:17]1[CH:25]=[CH:24][C:20]([C:21]([NH2:23])=[O:22])=[CH:19][CH:18]=1)=[O:15]. Reported procedure: 2-(Methylamino)ethanol (9.5 g, 7 equivalents) is added to a stirred mixture of 4-[(8-bromooctanoyl)amino]benzamide (5.76 g, 16.9 mmol, e.g. which can be as prepared in Intermediate 53 (first or alternative preparation thereof)) and dimethyl sulfoxide (30 mL). The mixture is stirred at 25° C. until the reaction is substantially complete and is then diluted with acetonitrile (115 mL). After stirring for 1 hour the mixture is filtered, washed with ethyl acetate (15 mL) and tert-butyl methyl ether (... Reactants: [N-]=[N+]=[N-].[Na+] (sodium azide), ClC=1C(C2=CC(=C(C=C2C(C1)=O)CC)CC)=O (2-chloro-6,7-diethyl-1,4-naphthoquinone). The solvent is C(C)O (ethanol). Product: N(=[N+]=[N-])C=1C(C2=CC(=C(C=C2C(C1)=O)CC)CC)=O (2-Azido-6,7-diethyl-1,4-naphthoquinone). As a reaction SMILES: [N-:1]=[N+:2]=[N-:3].[Na+].Cl[C:6]1[C:7](=[O:21])[C:8]2[C:13]([C:14](=[O:16])[CH:15]=1)=[CH:12][C:11]([CH2:17][CH3:18])=[C:10]([CH2:19][CH3:20])[CH:9]=2>C(O)C>[N:1]([C:15]1[C:14](=[O:16])[C:13]2[C:8]([C:7](=[O:21])[CH:6]=1)=[CH:9][C:10]([CH2:19][CH3:20])=[C:11]([CH2:17][CH3:18])[CH:12]=2)=[N+:2]=[N-:3] |f:0.1|. Procedure details: An aqueous solution of sodium azide (6.15 g; 0.095 mole) was added in one portion to a stirred, refluxing solution of 2-chloro-6,7-diethyl-1,4-naphthoquinone (18.0 g; 0.073 mole) in ethanol (180 ml) and the mixture refluxed for a further 2 mins. The red solution was cooled and the orange solid filtered off and washed with cold ethanol then water. After drying the product weighed 13.87 g (75%) and had m.p. 73°-76° C. (d). Recrystallisation from ethanol gave long orange needles of m.p. 74°-76° C. ... Starting materials: O=C([O-])O, O=C(CCNCc1ccccc1)NCc1ccccc1, CC(C)O, Cl, [Na+], O, c1cc(OCC2CO2)c2ccoc2c1. Product: O=C(CCNCC(O)COc1cccc2occc12)NCc1ccccc1. RXN SMILES: [C:36](=[O:37])([O-:38])[OH:39].[CH2:16]([c:17]1[cH:18][cH:19][cH:20][cH:21][cH:22]1)[NH:23][CH2:24][CH2:25][C:26](=[O:27])[NH:28][CH2:29][c:30]1[cH:31][cH:32][cH:33][cH:34][cH:35]1.[CH:42]([OH:43])([CH3:44])[CH3:45].[ClH:15].[Na+:40].[OH2:41].[o:1]1[c:2]2[c:3]([cH:4][cH:5]1)[c:6]([O:10][CH2:11][CH:12]1[CH2:13][O:14]1)[cH:7][cH:8][cH:9]2>>[o:1]1[c:2]2[c:3]([cH:4][cH:5]1)[c:6]([O:10][CH2:11][CH:12]([CH2:13][NH:23][CH2:24][CH2:25][C:26](=[O:27])[NH:28][CH2:29][c:30]1[cH:31][cH:32][cH:33][cH:34][cH:35]1)[OH:14])[cH:7][cH:8][cH:9]2. Reactants: CC=1C=CC(=CC1)C (p-xylene), CC(=CC(=O)OCC)C (ethyl 3,3-dimethylacrylate), [F-] (fluoride). Product: CC1(CC(C2=C(C=CC(=C12)C)C)=O)C (3,3,4,7-Tetramethyl-1-indanone). Isolated yield 95.6%. Reaction SMILES: [CH3:1][C:2]1[CH:3]=[CH:4][C:5]([CH3:8])=[CH:6][CH:7]=1.[CH3:9][C:10]([CH3:17])=[CH:11][C:12](OCC)=[O:13].[F-]>>[CH3:9][C:10]1([CH3:17])[C:4]2[C:3](=[C:2]([CH3:1])[CH:7]=[CH:6][C:5]=2[CH3:8])[C:12](=[O:13])[CH2:11]1. Reported procedure: 10.6 g (100 mmol) of p-xylene (99% purity) and 14.4 g (112 mmol) of ethyl 3,3-dimethylacrylate were reacted with liquid fluoride and worked up analogously to Example A, giving 18 g of the compound (2) in a purity of 96% (GC). (Yield: 92% of theory). Reactants: C(=C)OCC (ethyl vinyl ether), C(=C\CC#C)/O (2-trans-penten-4-yn-1-ol), C1(=CC=C(C=C1)S(=O)(=O)O)C (p-toluene sulfonic acid). Solvent: CCOCC (ether). Reaction conditions: time 20 minute. The product is CC(OCC)OC\C=C\C#C ((E)-4-methyl-3,5-dioxa-7-decen-9-yne). As a reaction SMILES: [CH:1](/[OH:6])=[CH:2]\[CH2:3][C:4]#[CH:5].[CH:7]([O:9][CH2:10][CH3:11])=[CH2:8].C1(C)C=CC(S(O)(=O)=O)=CC=1>CCOCC>[CH3:8][CH:7]([O:6][CH2:1]/[CH:2]=[CH:3]/[C:4]#[CH:5])[O:9][CH2:10][CH3:11]. Reported procedure: The 2-trans-penten-4-yn-1-ol (47.7 g) was dissolved in ether (50 ml), cooled to 0° and treated with ethyl vinyl ether (50 mL). To this solution, solid p-toluene sulfonic acid (0.1 g) was added and after a slight exothermic reaction, the mixture was stirred for a further 20 min and quenched with triethylamine (2 mL). The solvents were removed in vacuo and the residue was dissolved in ether, washed with aqueous NaHCO3 solution, dried (MgSO4) and concentrated. The residue was purified by liquid chr...